From a dataset of the Open Reaction Database (ORD), a public repository of structured organic reaction records. describe an organic reaction: reactants, conditions, products, and yield Reactants: ClC=1C(=NC=CN1)N1CCN(CC1)CC=1C=NN(C1C)C (3′-chloro-4-(1,5-dimethyl-1H-pyrazol-4-ylmethyl)-3,4,5,6-tetrahydro-2H-[1,2′]bipyrazinyl), COC(=O)NC1=CC=C(C=C1)B(O)O (4-(methoxycarbonylamino)benzene boronic acid), C([O-])([O-])=O.[K+].[K+] (potassium carbonate), O (water). The reagents and catalysts are C=1C=CC(=CC1)[P](C=2C=CC=CC2)(C=3C=CC=CC3)[Pd]([P](C=4C=CC=CC4)(C=5C=CC=CC5)C=6C=CC=CC6)([P](C=7C=CC=CC7)(C=8C=CC=CC8)C=9C=CC=CC9)[P](C=1C=CC=CC1)(C=1C=CC=CC1)C=1C=CC=CC1 (tetrakis(triphenylphosphine)palladium(0)). The solvent is CN(C(C)=O)C (N,N-dimethylacetamide). Product: Cl.COC(NC1=CC=C(C=C1)C=1C(=NC=CN1)N1CCN(CC1)CC=1C=NN(C1C)C)=O ({4-[4-(1,5-Dimethyl-1H-pyrazol-4-ylmethyl)-3,4,5,6-tetrahydro-2H-[1,2′]bipyrazinyl-3′-yl]-phenyl}-carbamic acid methyl ester hydrochloride). Yield: 55.2%. As a reaction SMILES: [Cl:1][C:2]1[C:3]([N:8]2[CH2:13][CH2:12][N:11]([CH2:14][C:15]3[CH:16]=[N:17][N:18]([CH3:21])[C:19]=3[CH3:20])[CH2:10][CH2:9]2)=[N:4][CH:5]=[CH:6][N:7]=1.[CH3:22][O:23][C:24]([NH:26][C:27]1[CH:32]=[CH:31][C:30](B(O)O)=[CH:29][CH:28]=1)=[O:25].C(=O)([O-])[O-].[K+].[K+].O>CN(C)C(=O)C.C1C=CC([P]([Pd]([P](C2C=CC=CC=2)(C2C=CC=CC=2)C2C=CC=CC=2)([P](C2C=CC=CC=2)(C2C=CC=CC=2)C2C=CC=CC=2)[P](C2C=CC=CC=2)(C2C=CC=CC=2)C2C=CC=CC=2)(C2C=CC=CC=2)C2C=CC=CC=2)=CC=1>[ClH:1].[CH3:22][O:23][C:24](=[O:25])[NH:26][C:27]1[CH:28]=[CH:29][C:30]([C:2]2[C:3]([N:8]3[CH2:13][CH2:12][N:11]([CH2:14][C:15]4[CH:16]=[N:17][N:18]([CH3:21])[C:19]=4[CH3:20])[CH2:10][CH2:9]3)=[N:4][CH:5]=[CH:6][N:7]=2)=[CH:31][CH:32]=1 |f:2.3.4,8.9,^1:52,54,73,92|. Procedure details: Stir together 3′-chloro-4-(1,5-dimethyl-1H-pyrazol-4-ylmethyl)-3,4,5,6-tetrahydro-2H-[1,2′]bipyrazinyl (307 mg, 1.00 mmol), 4-(methoxycarbonylamino)benzene boronic acid (234 mg, 1.2 mmol), potassium carbonate (332 mg, 2.4 mmol) and tetrakis(triphenylphosphine)palladium(0) (0.006 g, 0.005 mmol) and water (2 mL), in N,N-dimethylacetamide (4 mL) at room temperature under nitrogen, then heat at 120° C. for 5 hr. Cool to room temperature, purify using SCX chromatography and further purify using silic... Reactants: C1=CC=CC=C1 (benzene), ClC1=C(C(=CC=C1)Cl)CC(=O)Cl ((2,6-dichlorophenyl)acetyl chloride), acid, C(C(=O)Cl)(=O)Cl (oxalyl chloride), solid, Cl.[C@@H]1([C@H](O)[C@H](O)[C@@H](CO)O1)N1C(=O)NC(=O)C=C1.NC[C@@H]1[C@H](C[C@@H](O1)N1C(=O)NC(=O)C(=C1)CCCl)O (5'-amino-5-(2-chloroethyl)-2',5'-dideoxyuridine uridine hydrochloride). The solvent is O (water), CO (methanol), C(C)O (ethanol), O (water), [OH-].[Na+] (sodium hydroxide). Product: ClCCC=1C(NC(N([C@H]2C[C@H](O)[C@@H](CNC(CC3=C(C=CC=C3Cl)Cl)=O)O2)C1)=O)=O (5-(2-chloroethyl)-5'-[2-(2,6-dichlorophenyl)-acetamido]-2',5'-dideoxyuridine). Reaction SMILES: Cl.[C@@H]1(N2C=CC(=O)NC2=O)O[C@H](CO)[C@@H](O)[C@H]1O.[NH2:19][CH2:20][C@H:21]1[O:25][C@@H:24]([N:26]2[CH:33]=[C:32]([CH2:34][CH2:35][Cl:36])[C:30](=[O:31])[NH:29][C:27]2=[O:28])[CH2:23][C@@H:22]1[OH:37].C1C=CC=CC=1.[Cl:44][C:45]1[CH:50]=[CH:49][CH:48]=[C:47]([Cl:51])[C:46]=1[CH2:52][C:53](Cl)=[O:54].C(Cl)(=O)C(Cl)=O>O.[OH-].[Na+].CO.C(O)C>[Cl:36][CH2:35][CH2:34][C:32]1[C:30](=[O:31])[NH:29][C:27](=[O:28])[N:26]([CH:33]=1)[C@@H:24]1[O:25][C@H:21]([CH2:20][NH:19][C:53](=[O:54])[CH2:52][C:46]2[C:45]([Cl:44])=[CH:50][CH:49]=[CH:48][C:47]=2[Cl:51])[C@@H:22]([OH:37])[CH2:23]1 |f:0.1.2,7.8|. Reported procedure: 0.32 g of 5'-amino-5-(2-chloroethyl)-2',5'-dideoxyuridine uridine hydrochloride were dissolved in a mixture of 5 ml of water and 2.5 ml of 1M sodium hydroxide solution. The mixture was shaken vigorously for 25 minutes with a benzene solution of (2,6-dichlorophenyl)acetyl chloride (prepared from 0.22 g of the acid by treatment with oxalyl chloride). The resulting solid was removed by filtration and washed with water and then with diethyl ether to give 0.29 g of crude product of melting point 248°...